Dataset: the Open Reaction Database (ORD), a public repository of structured organic reaction records. Task: describe an organic reaction: reactants, conditions, products, and yield Reactants: CC(C)([O-])C.[K+] (potassium tert.-butoxide), CN1C(NC2=C1C=CC=C2)=O (1,3-dihydro-1-methyl-2H-benzimidazol-2-one), C(C#C)Br (propargyl bromide). The solvent is ice water, CN(C=O)C (dimethylformamide). Run at time 15 minute. Product: CN1C(N(C2=C1C=CC=C2)CC#C)=O (1,3-dihydro-1-methyl-3-(2-propynyl)-2H-benzimidazole-2-one). As a reaction SMILES: C[C:2]([CH3:5])([O-])[CH3:3].[K+].[CH3:7][N:8]1[C:12]2[CH:13]=[CH:14][CH:15]=[CH:16][C:11]=2[NH:10][C:9]1=[O:17].C(Br)C#C>CN(C)C=O>[CH3:7][N:8]1[C:12]2[CH:13]=[CH:14][CH:5]=[CH:2][C:3]=2[N:10]([CH2:11][C:16]#[CH:15])[C:9]1=[O:17] |f:0.1|. Reported procedure: potassium tert.-butoxide, 2.1 g (18.5 mmol). was added to a solution of 2.5 g (16.9 mmol) of 1,3-dihydro-1-methyl-2H-benzimidazol-2-one in 25 ml of dimethylformamide. After stirring under nitrogen for 15 minutes, 2.21 g (18.5 mmol) of propargyl bromide was added and the mixture was stirred at room temperature for 30 minutes. It was diluted with ice-water and the precipitate was filtered off washed with water and sucked dry. The crude product was passed over silica gel using 10% (v/v) of ethyl/ac... Starting materials: C(C)OC(=O)C=1C[C@@H]2O[C@@H]2[C@@H](C1)OC(CC)CC ((1S,5R,6S)-5-(1-ethyl-propoxy)-7-oxa-bicyclo[4.1.0]hept-3-ene-3-carboxylic acid ethyl ester), O1CCCC1 (tetrahydrofuran), C(C1=CC=CC=C1)N (benzylamine). Reaction conditions: time 12 hour. Yields the product C(C)OC(=O)C1=C[C@H]([C@H]([C@@H](C1)NCC1=CC=CC=C1)O)OC(CC)CC ((3R,4S,5R)-5-benzylamino-3-(1-ethyl-propoxy)-4-hydroxy-cyclohex-1-enecarboxylic acid ethyl ester). Yield: 95.2%. As a reaction SMILES: [CH2:1]([O:3][C:4]([C:6]1[CH2:7][C@H:8]2[C@@H:10]([C@H:11]([O:13][CH:14]([CH2:17][CH3:18])[CH2:15][CH3:16])[CH:12]=1)[O:9]2)=[O:5])[CH3:2].O1CCCC1.[CH2:24]([NH2:31])[C:25]1[CH:30]=[CH:29][CH:28]=[CH:27][CH:26]=1>>[CH2:1]([O:3][C:4]([C:6]1[CH2:7][C@@H:8]([NH:31][CH2:24][C:25]2[CH:30]=[CH:29][CH:28]=[CH:27][CH:26]=2)[C@H:10]([OH:9])[C@H:11]([O:13][CH:14]([CH2:17][CH3:18])[CH2:15][CH3:16])[CH:12]=1)=[O:5])[CH3:2]. Procedure details: To a solution of 5.08 g (20 mmol) (1S,5R,6S)-5-(1-ethyl-propoxy)-7-oxa-bicyclo[4.1.0]hept-3-ene-3-carboxylic acid ethyl ester in 20 ml tetrahydrofuran 1.03 g (4 mmol) magnesium bromide diethyl etherate was added at room temperature. The resulting suspension was treated with 4.40 ml (40 mmol) of benzylamine and heated to reflux under argon with stirring for 12 hours. The reaction mixture was evaporated in a rotary evaporator, the residue treated with 20 ml of ethyl acetate and extracted 6 times w... Reactants: C([O-])([O-])=O.[K+].[K+] (potassium carbonate), C(C=C)(=O)OC(C)(C)C (tert-butyl acrylate), C(C1=CC=CC=C1)OC=1C=CC(=C(C=O)C1)O (5-Benzyloxy-2-hydroxybenzaldehyde). Solvent: CN(C)C=O (DMF). Run at temperature 100 celsius, time 1 hour. Yields the product C(C1=CC=CC=C1)OC=1C=CC2=C(C=C(CO2)C(=O)OC(C)(C)C)C1 (tert-butyl 6-benzyloxy-2H-1-benzopyran-3-carboxylate). RXN SMILES: [CH2:1]([O:8][C:9]1[CH:10]=[CH:11][C:12]([OH:17])=[C:13]([CH:16]=1)[CH:14]=O)[C:2]1[CH:7]=[CH:6][CH:5]=[CH:4][CH:3]=1.C(=O)([O-])[O-].[K+].[K+].[C:24]([O:28][C:29]([CH3:32])([CH3:31])[CH3:30])(=[O:27])[CH:25]=[CH2:26]>CN(C=O)C>[CH2:1]([O:8][C:9]1[CH:10]=[CH:11][C:12]2[O:17][CH2:26][C:25]([C:24]([O:28][C:29]([CH3:32])([CH3:31])[CH3:30])=[O:27])=[CH:14][C:13]=2[CH:16]=1)[C:2]1[CH:7]=[CH:6][CH:5]=[CH:4][CH:3]=1 |f:1.2.3|. Procedure details: 5-Benzyloxy-2-hydroxybenzaldehyde (2.01 g, 8.80 mmol) is dissolved in 30 ml of DMF and treated successively with potassium carbonate (1.22 g, 8.80 mmol) and tert-butyl acrylate (1.22 g, 13.2 mmol). The mixture is heated at 100° C. for 1 hour. The temperature is gradually raised to 135° C. over a period of 2 hours, and held at 135° C. for 1 hour. The resultant dark mixture is cooled and evaporated to remove most of DMF. The residue is partitioned between ether and water, and the aqueous phase is ... Reactants: ICC12COC(CC1)(CC2)C2=CC(=CC=C2)OC2OCCCC2 (4-(Iodomethyl)-1-(3-(tetrahydro-2H-pyran-2-yloxy)phenyl)-2-oxabicyclo[2.2.2]octane), SCCC(=O)OC (methyl 3-mercaptopropanoate), C(=O)([O-])[O-].[K+].[K+] (K2CO3). The solvent is C(C)#N (acetonitrile), C(Cl)Cl (DCM). Reaction conditions: time 2 day. The product is O(C1=CC=CC=C1)C=1C=C(C=CC1)C12OCC(CC1)(CC2)CSCCC(=O)OC (Methyl 3-((1-(3-phenoxyphenyl)-2-oxabicyclo[2.2.2]octan-4-yl)methylthio)propanoate). Yield: 86.6%. As a reaction SMILES: I[CH2:2][C:3]12[CH2:10][CH2:9][C:6]([C:11]3[CH:16]=[CH:15][CH:14]=[C:13]([O:17][CH:18]4[CH2:23][CH2:22][CH2:21][CH2:20]O4)[CH:12]=3)([CH2:7][CH2:8]1)[O:5][CH2:4]2.[SH:24][CH2:25][CH2:26][C:27]([O:29][CH3:30])=[O:28].[C:31]([O-])([O-])=O.[K+].[K+]>C(#N)C.C(Cl)Cl>[O:17]([C:13]1[CH:12]=[C:11]([C:6]23[CH2:7][CH2:8][C:3]([CH2:2][S:24][CH2:25][CH2:26][C:27]([O:29][CH3:30])=[O:28])([CH2:10][CH2:9]2)[CH2:4][O:5]3)[CH:16]=[CH:15][CH:14]=1)[C:18]1[CH:31]=[CH:20][CH:21]=[CH:22][CH:23]=1 |f:2.3.4|. Reported procedure: A mixture of 4-(iodomethyl)-1-(3-phenoxyphenyl)-2-oxabicyclo[2.2.2]octane (7A; 41 mg, 0.098 mmol), methyl 3-mercaptopropanoate (21.14 μl, 0.195 mmol), and K2CO3 (135 mg, 0.976 mmol) in acetonitrile was stirred at rt for 2 days. The reaction was diluted with DCM (5 mL) and then filtered. The filtrate was concentrated in vacuo. The crude oil was purified by flash chromatography on SiO2 (0 to 30% EtOAc:hexanes) to afford the title compound (35 mg, 87% yield) as a clear oil. LCMS, [M+H]+=413.1. The reactants are FC(C1=NNC(=C1)CNC(OC(C)(C)C)=O)(F)F (tert-butyl (3-(trifluoromethyl)-1H-pyrazol-5-yl)methylcarbamate), FC1=CC=C(C=C1)B(O)O (4-fluorophenylboronic acid), N1=CC=CC=C1 (pyridine). The reagents and catalysts are C(C)(=O)[O-].[Cu+2].C(C)(=O)[O-] (copper acetate). Run in ClCCl (dichloromethane). Run at time 2 day. Product: FC1=CC=C(C=C1)N1N=C(C=C1CNC(OC(C)(C)C)=O)C(F)(F)F (tert-butyl (1-(4-fluorophenyl)-3-(trifluoromethyl)-1H-pyrazol-5-yl)methylcarbamate). Isolated yield 73.8%. RXN SMILES: [F:1][C:2]([F:18])([F:17])[C:3]1[CH:7]=[C:6]([CH2:8][NH:9][C:10](=[O:16])[O:11][C:12]([CH3:15])([CH3:14])[CH3:13])[NH:5][N:4]=1.[F:19][C:20]1[CH:25]=[CH:24][C:23](B(O)O)=[CH:22][CH:21]=1.N1C=CC=CC=1>ClCCl.C([O-])(=O)C.[Cu+2].C([O-])(=O)C>[F:19][C:20]1[CH:25]=[CH:24][C:23]([N:5]2[C:6]([CH2:8][NH:9][C:10](=[O:16])[O:11][C:12]([CH3:14])([CH3:15])[CH3:13])=[CH:7][C:3]([C:2]([F:1])([F:17])[F:18])=[N:4]2)=[CH:22][CH:21]=1 |f:4.5.6|. Procedure: To a mixture of tert-butyl (3-(trifluoromethyl)-1H-pyrazol-5-yl)methylcarbamate (501 mg, 1.89 mmol, 1 equiv.), 4-fluorophenylboronic acid (529 mg, 3.78 mmol, 2 equiv.) and copper acetate (517 mg, 2.83 mmol, 1.5 equiv.) in dichloromethane (28 mL) was added pyridine (301 mg, 0.301 mL, 3.78 mmol, 2 equiv) and the mixture was stirred in the presence of air for 2 d at room temperature. The reaction mixture was filtered over silica gel, the filter cake was washed with 250 mL of dichloromethane and the... Starting materials: CC(C(=O)OCC)(CC#C)C (ethyl 2,2-dimethylpent-4-ynoate), CC(C(=O)Cl)(C)C (2,2-dimethyl-propionyl chloride), dichlorobis(triphenylphosphine) palladium(II). Reagents/catalysts: [Cu]I (CuI). Run in C(C)N(CC)CC (triethylamine). Run at temperature 23 celsius, time 3 hour. The product is CC(C(=O)OCC)(CC#CC(C(C)(C)C)=O)C (ethyl 2,2,7,7-tetramethyl-6-oxooct-4-ynoate). Yield: 53.5%. Reaction SMILES: [CH3:1][C:2]([CH3:11])([CH2:8][C:9]#[CH:10])[C:3]([O:5][CH2:6][CH3:7])=[O:4].[CH3:12][C:13]([CH3:18])([CH3:17])[C:14](Cl)=[O:15]>C(N(CC)CC)C.[Cu]I>[CH3:11][C:2]([CH3:1])([CH2:8][C:9]#[C:10][C:14](=[O:15])[C:13]([CH3:18])([CH3:17])[CH3:12])[C:3]([O:5][CH2:6][CH3:7])=[O:4]. Reported procedure: To a solution of ethyl 2,2-dimethylpent-4-ynoate (1.00 g, 6.5 mmol), 2,2-dimethyl-propionyl chloride (0.8 mL, 6.5 mmol), and dichlorobis(triphenylphosphine) palladium(II) (460 mg, 0.65 mmol) in triethylamine (TEA) (12 mL) is added CuI (62 mg, 0.32 mmol). The mixture is stirred at 23° C. for 3 h then partitioned between Et2O and saturated aqueous NH4Cl. The organics are washed with water, dried with MgSO4, filtered, and concentrated in vacuo. The residue is purified by flash chromatography (SiO2,...